This data is from the Open Reaction Database (ORD), a public repository of structured organic reaction records. The task is: describe an organic reaction: reactants, conditions, products, and yield Starting materials: NC1=C(C(=O)OC(C)(C)C)C=CC(=C1)CCC1=CC=CC=C1 (tert-butyl 2-amino-4-phenethylbenzoate), ClC1=C(C(=CC=C1)Cl)I (1,3-dichloro-2-iodobenzene), C([O-])([O-])=O.[Cs+].[Cs+] (cesium carbonate), C1(CCCCC1)P(C1=C(C=CC=C1)C1=C(C=C(C=C1C(C)C)C(C)C)C(C)C)C1CCCCC1 (2-dicyclohexylphosphino-2′,4′,6′-triisopropylbiphenyl), C1(CCCCC1)P(C1=C(C=CC=C1)C1=C(C=C(C=C1C(C)C)C(C)C)C(C)C)C1CCCCC1 (2-dicyclohexylphosphino-2′,4′,6′-triisopropylbiphenyl). Reagents/catalysts: C=1C=CC(=CC1)/C=C/C(=O)/C=C/C2=CC=CC=C2.C=1C=CC(=CC1)/C=C/C(=O)/C=C/C2=CC=CC=C2.C=1C=CC(=CC1)/C=C/C(=O)/C=C/C2=CC=CC=C2.[Pd].[Pd] (tris(dibenzylideneacetone)dipalladium(0)), C(C)(=O)[O-].[Pd+2].C(C)(=O)[O-] (palladium acetate), C=1C=CC(=CC1)/C=C/C(=O)/C=C/C2=CC=CC=C2.C=1C=CC(=CC1)/C=C/C(=O)/C=C/C2=CC=CC=C2.C=1C=CC(=CC1)/C=C/C(=O)/C=C/C2=CC=CC=C2.[Pd].[Pd] (tris(dibenzylideneacetone)dipalladium(0)). The solvent is C1(=CC=CC=C1)C (toluene). Conditions: temperature 110 celsius, time 24 hour. The product is ClC1=C(NC2=C(C(=O)OC(C)(C)C)C=CC(=C2)CCC2=CC=CC=C2)C(=CC=C1)Cl (tert-butyl 2-(2,6-dichloroanilino)-4-phenethylbenzoate). RXN SMILES: [NH2:1][C:2]1[CH:14]=[C:13]([CH2:15][CH2:16][C:17]2[CH:22]=[CH:21][CH:20]=[CH:19][CH:18]=2)[CH:12]=[CH:11][C:3]=1[C:4]([O:6][C:7]([CH3:10])([CH3:9])[CH3:8])=[O:5].[Cl:23][C:24]1[CH:29]=[CH:28][CH:27]=[C:26]([Cl:30])[C:25]=1I.C(=O)([O-])[O-].[Cs+].[Cs+].C1(P(C2CCCCC2)C2C=CC=CC=2C2C(C(C)C)=CC(C(C)C)=CC=2C(C)C)CCCCC1>C1C=CC(/C=C/C(/C=C/C2C=CC=CC=2)=O)=CC=1.C1C=CC(/C=C/C(/C=C/C2C=CC=CC=2)=O)=CC=1.C1C=CC(/C=C/C(/C=C/C2C=CC=CC=2)=O)=CC=1.[Pd].[Pd].C([O-])(=O)C.[Pd+2].C([O-])(=O)C.C1(C)C=CC=CC=1>[Cl:23][C:24]1[CH:29]=[CH:28][CH:27]=[C:26]([Cl:30])[C:25]=1[NH:1][C:2]1[CH:14]=[C:13]([CH2:15][CH2:16][C:17]2[CH:18]=[CH:19][CH:20]=[CH:21][CH:22]=2)[CH:12]=[CH:11][C:3]=1[C:4]([O:6][C:7]([CH3:10])([CH3:9])[CH3:8])=[O:5] |f:2.3.4,6.7.8.9.10,11.12.13|. Procedure: To toluene 3.0 mL solution of tert-butyl 2-amino-4-phenethylbenzoate 0.10 g were added 1,3-dichloro-2-iodobenzene 0.23 g, cesium carbonate 0.22 g, tris(dibenzylideneacetone)dipalladium(0) 3.0 mg and 2-dicyclohexylphosphino-2′,4′,6′-triisopropylbiphenyl 8.0 mg at room temperature, and it was stirred at 110° C. for 24 hours. After the reaction mixture was cooled to room temperature, palladium acetate 1.5 mg, tris(dibenzylideneacetone)dipalladium(0) 3.0 mg and 2-dicyclohexylphosphino-2′,4′,6′-triis... Run in N1=CC=CC=C1 (pyridine). Reactants: FC1=C(C=C(C=C1)F)S(=O)(=O)Cl (2,5-difluorobenzensulfonyl chloride), NC=1C=C(C=CC1)C1=NN(C=C1C1=NC(=NC=C1)NCC)CC1=CC=C(C=C1)OC (4-[3-(3-aminophenyl)-1-(4-methoxybenzyl)-1H-pyrazol-4-yl]-N-ethylpyrimidin-2-amine), [Na] (sodium). Run at time 8 hour. As a reaction SMILES: [NH2:1][C:2]1[CH:3]=[C:4]([C:8]2[C:12]([C:13]3[CH:18]=[CH:17][N:16]=[C:15]([NH:19][CH2:20][CH3:21])[N:14]=3)=[CH:11][N:10]([CH2:22][C:23]3[CH:28]=[CH:27][C:26]([O:29][CH3:30])=[CH:25][CH:24]=3)[N:9]=2)[CH:5]=[CH:6][CH:7]=1.[F:31][C:32]1[CH:37]=[CH:36][C:35]([F:38])=[CH:34][C:33]=1[S:39](Cl)(=[O:41])=[O:40].[Na]>N1C=CC=CC=1>[CH2:20]([NH:19][C:15]1[N:14]=[C:13]([C:12]2[C:8]([C:4]3[CH:3]=[C:2]([NH:1][S:39]([C:33]4[CH:34]=[C:35]([F:38])[CH:36]=[CH:37][C:32]=4[F:31])(=[O:41])=[O:40])[CH:7]=[CH:6][CH:5]=3)=[N:9][N:10]([CH2:22][C:23]3[CH:24]=[CH:25][C:26]([O:29][CH3:30])=[CH:27][CH:28]=3)[CH:11]=2)[CH:18]=[CH:17][N:16]=1)[CH3:21] |^1:42|. The product is C(C)NC1=NC=CC(=N1)C=1C(=NN(C1)CC1=CC=C(C=C1)OC)C=1C=C(C=CC1)NS(=O)(=O)C1=C(C=CC(=C1)F)F (N-(3-{4-[2-(ethylamino)pyrimidin-4-yl]-1-(4-methoxybenzyl)-1H-pyrazol-3-yl}phenyl)-2,5-difluorobenzenesulfonamide). Procedure details: 340 mg (0.85 mmol) of 4-[3-(3-aminophenyl)-1-(4-methoxybenzyl)-1H-pyrazol-4-yl]-N-ethylpyrimidin-2-amine were dissolved in 10 ml of dry pyridine and 114 μl (0.85 mmol) of 2,5-difluorobenzensulfonyl chloride were added. The resulting solution was stirred at room temperature overnight. The mixture was then poured into aqueous sodium hydrogenocarbonate and extracted with dichloromethane. The organic layer was finally dried over sodium sulphate and evaporated, giving 450 mg (91%) of the title compou... Isolated yield 91.8%. The reactants are O=C([O-])[O-], C1COCCO1, CCOC(C)=O, CC(Nc1nc(Cl)cc(Cl)n1)c1ccc(F)cc1, [K+], [K+], O, OB(O)c1cncnc1. Yields the product CC(Nc1nc(Cl)cc(-c2cncnc2)n1)c1ccc(F)cc1. RXN SMILES: [C:28](=[O:29])([O-:30])[O-:31].[CH2:34]1[O:35][CH2:36][CH2:37][O:38][CH2:39]1.[CH3:40][CH2:41][O:42][C:43](=[O:44])[CH3:45].[Cl:1][c:2]1[n:3][c:4]([NH:9][CH:10]([CH3:11])[c:12]2[cH:13][cH:14][c:15]([F:18])[cH:16][cH:17]2)[n:5][c:6]([Cl:8])[cH:7]1.[K+:32].[K+:33].[OH2:46].[n:19]1[cH:20][n:21][cH:22][c:23]([B:25]([OH:26])[OH:27])[cH:24]1>>[c:2]1(-[c:23]2[cH:22][n:21][cH:20][n:19][cH:24]2)[n:3][c:4]([NH:9][CH:10]([CH3:11])[c:12]2[cH:13][cH:14][c:15]([F:18])[cH:16][cH:17]2)[n:5][c:6]([Cl:8])[cH:7]1. Starting materials: C(C(=O)O)(=O)O.O(C1=CC=CC=C1)C1=CC=C(CC2NCCC=3CCCCC23)C=C1 ((±)-1-(p-phenoxybenzyl)-1,2,3,4,5,6,7,8-octahydroisoquinoline oxalate), [OH-].[NH4+] (ammonium hydroxide). The solvent is O (water). The product is O(C1=CC=CC=C1)C1=CC=C(CC2NCCC=3CCCCC23)C=C1 ((±)-1-(p-phenoxybenzyl)-1,2,3,4,5,6,7,8-octahydroisoquinoline). Yield: 97.0%. Reaction SMILES: C(O)(=O)C(O)=O.[O:7]([C:14]1[CH:30]=[CH:29][C:17]([CH2:18][CH:19]2[C:28]3[CH2:27][CH2:26][CH2:25][CH2:24][C:23]=3[CH2:22][CH2:21][NH:20]2)=[CH:16][CH:15]=1)[C:8]1[CH:13]=[CH:12][CH:11]=[CH:10][CH:9]=1.[OH-].[NH4+]>O>[O:7]([C:14]1[CH:30]=[CH:29][C:17]([CH2:18][CH:19]2[C:28]3[CH2:27][CH2:26][CH2:25][CH2:24][C:23]=3[CH2:22][CH2:21][NH:20]2)=[CH:16][CH:15]=1)[C:8]1[CH:9]=[CH:10][CH:11]=[CH:12][CH:13]=1 |f:0.1,2.3|. Reported procedure: A 0.4 g (0.001 mole) sample of the (±)-1-(p-phenoxybenzyl)-1,2,3,4,5,6,7,8-octahydroisoquinoline oxalate was suspended in water and the suspension was basified with conc. aqueous ammonium hydroxide. The aqueous suspension was extracted with diethyl ether (2×20 ml), and the ether solution was washed with water and dried (MgSO4). Removal of the solvent gave 0.3 g (97%) of (±)-1-(p-phenoxybenzyl)-1,2,3,4,5,6,7,8-octahydroisoquinoline. For analysis, a sample of this compound was distilled, bp 185°-1... Starting materials: [BH4-], C1CCOC1, CO, CNC(=O)CCCc1ccc(F)cc1, I, [Na+]. Yields the product CNCCCCc1ccc(F)cc1. RXN SMILES: [BH4-:15].[CH2:20]1[O:21][CH2:22][CH2:23][CH2:24]1.[CH3:18][OH:19].[F:1][c:2]1[cH:3][cH:4][c:5]([CH2:8][CH2:9][CH2:10][C:11](=[O:12])[NH:13][CH3:14])[cH:6][cH:7]1.[I:17].[Na+:16]>>[F:1][c:2]1[cH:3][cH:4][c:5]([CH2:8][CH2:9][CH2:10][CH2:11][NH:13][CH3:14])[cH:6][cH:7]1.